This data is from the Open Reaction Database (ORD), a public repository of structured organic reaction records. The task is: describe an organic reaction: reactants, conditions, products, and yield Reactants: C(=O)(O)C12CCC(CC1)(CC2)NCC(=O)N2[C@@H](C[C@@H](C2)F)C#N ((2S,4S)-1-[[N-(4-carboxybicyclo[2.2.2]oct-1-yl)amino]acetyl]-4-fluoropyrrolidine-2-carbonitrile), N1(CCCC1)C1=CC=C(N)C=C1 (4-(pyrrolidin-1-yl)aniline). Yields the product N1(CCCC1)C1=CC=C(C=C1)NC(=O)C12CCC(CC1)(CC2)NCC(=O)N2[C@@H](C[C@@H](C2)F)C#N ((2S,4S)-1-[[N-[4-[N-[4-(pyrrolidin-1-yl)phenyl]amino]carbonylbicyclo[2.2.2]oct-1-yl]amino]acetyl]-4-fluoropyrrolidine-2-carbonitrile). Isolated yield 18.9%. As a reaction SMILES: [C:1]([C:4]12[CH2:11][CH2:10][C:7]([NH:12][CH2:13][C:14]([N:16]3[CH2:20][C@@H:19]([F:21])[CH2:18][C@H:17]3[C:22]#[N:23])=[O:15])([CH2:8][CH2:9]1)[CH2:6][CH2:5]2)(O)=[O:2].[N:24]1([C:29]2[CH:35]=[CH:34][C:32]([NH2:33])=[CH:31][CH:30]=2)[CH2:28][CH2:27][CH2:26][CH2:25]1>>[N:24]1([C:29]2[CH:35]=[CH:34][C:32]([NH:33][C:1]([C:4]34[CH2:11][CH2:10][C:7]([NH:12][CH2:13][C:14]([N:16]5[CH2:20][C@@H:19]([F:21])[CH2:18][C@H:17]5[C:22]#[N:23])=[O:15])([CH2:8][CH2:9]3)[CH2:6][CH2:5]4)=[O:2])=[CH:31][CH:30]=2)[CH2:25][CH2:26][CH2:27][CH2:28]1. Procedure details: In a similar manner to Example 63, (2S,4S)-1-[[N-(4-carboxybicyclo[2.2.2]oct-1-yl)amino]acetyl]-4-fluoropyrrolidine-2-carbonitrile (50.0 mg) and 4-(pyrrolidin-1-yl)aniline (50.2 mg) were used to obtain (2S,4S)-1-[[N-[4-[N-[4-(pyrrolidin-1-yl)phenyl]amino]carbonylbicyclo[2.2.2]oct-1-yl]amino]acetyl]-4-fluoropyrrolidine-2-carbonitrile (13.7 mg). The reactants are NC1=C(SC(=C1)C)C(=O)OC (3-amino-5-methyl-2-thiophenecarboxylic acid, methyl ester), ClC1=CC=C(C=N1)C(=O)OC (6-chloro-3-pyridinecarboxylic acid, methyl ester). The solvent is CO (methanol). Reaction conditions: temperature 180 celsius. Yields the product CC1=CC=2N=C3N(C(C2S1)=O)C=C(C=C3)C(=O)OC (2-Methyl-10-oxo-10H-pyrido[1,2-a]thieno[3,2-d]pyrimidine-7-carboxylic acid, methyl ester). Reaction SMILES: [NH2:1][C:2]1[CH:6]=[C:5]([CH3:7])[S:4][C:3]=1[C:8]([O:10]C)=O.Cl[C:13]1[N:18]=[CH:17][C:16]([C:19]([O:21][CH3:22])=[O:20])=[CH:15][CH:14]=1>CO>[CH3:7][C:5]1[S:4][C:3]2[C:8](=[O:10])[N:18]3[CH:17]=[C:16]([C:19]([O:21][CH3:22])=[O:20])[CH:15]=[CH:14][C:13]3=[N:1][C:2]=2[CH:6]=1. Procedure details: A mixture of 5 g (0.0292 mol) of 3-amino-5-methyl-2-thiophenecarboxylic acid, methyl ester (German Patent 1055007, April 16, 1959) and 5 g (0.0292 mol) of 6-chloro-3-pyridinecarboxylic acid, methyl ester (Alfred Bader Chemical Company) is heated in an oil bath at 180° C. for thirty minutes. The mixture is cooled, dissolved in hot methanol, cooled and 1.2 g of 2-methyl-10-oxo-10H-pyrido[1,2-a]thieno[3,2-d]pyrimidine-7-carboxylic acid, methyl ester is collected; mp 215°-216° C. after recrystalliza... The reactants are CN(C)c1ccc(C(=O)CN2CCCC2c2cccc(OCCCN3CCCCC3)c2)cc1, CO, ClCCl, N. The product is CN(C)c1ccc(C2CN3CCCC3c3cc(OCCCN4CCCCC4)ccc32)cc1. RXN SMILES: [CH3:1][N:2]([c:3]1[cH:4][cH:5][c:6]([C:9]([CH2:10][N:11]2[CH:12]([c:16]3[cH:17][c:18]([O:22][CH2:23][CH2:24][CH2:25][N:26]4[CH2:27][CH2:28][CH2:29][CH2:30][CH2:31]4)[cH:19][cH:20][cH:21]3)[CH2:13][CH2:14][CH2:15]2)=[O:32])[cH:7][cH:8]1)[CH3:33].[CH3:35][OH:36].[Cl:37][CH2:38][Cl:39].[NH3:34]>>[CH3:1][N:2]([c:3]1[cH:4][cH:5][c:6]([CH:9]2[CH2:10][N:11]3[CH:12]([CH2:13][CH2:14][CH2:15]3)[c:16]3[cH:17][c:18]([O:22][CH2:23][CH2:24][CH2:25][N:26]4[CH2:27][CH2:28][CH2:29][CH2:30][CH2:31]4)[cH:19][cH:20][c:21]32)[cH:7][cH:8]1)[CH3:33]. Starting materials: C(C=C)OC(=O)N1[C@@H](C[C@H](C1)O)CC1=NC=CC=C1 ((2R,4R)-1-allyloxycarbonyl-4-hydroxy-2-(2-pyridylmethyl) pyrrolidine), C(C1=CC=CC=C1)(=S)O (thiobenzoic acid), C1(=CC=CC=C1)P(C1=CC=CC=C1)C1=CC=CC=C1 (triphenylphosphine), N(=NC(=O)OCC)C(=O)OCC (diethyl azodicarboxylate). Solvent: O1CCCC1 (tetrahydrofuran), O (water), C(C)(=O)OCC (ethyl acetate). Run at time 30 minute. Yields the product C(C=C)OC(=O)N1[C@@H](C[C@@H](C1)SC(C1=CC=CC=C1)=O)CC1=NC=CC=C1 ((2R,4S)-1-allyloxycarbonyl-4-benzoylthio-2-(2-pyridylmethyl)pyrrolidine). Reaction SMILES: [CH2:1]([O:4][C:5]([N:7]1[CH2:11][C@H:10](O)[CH2:9][C@H:8]1[CH2:13][C:14]1[CH:19]=[CH:18][CH:17]=[CH:16][N:15]=1)=[O:6])[CH:2]=[CH2:3].[C:20]([OH:28])(=[S:27])[C:21]1[CH:26]=[CH:25][CH:24]=[CH:23][CH:22]=1.C1(P(C2C=CC=CC=2)C2C=CC=CC=2)C=CC=CC=1.N(C(OCC)=O)=NC(OCC)=O>O1CCCC1.O.C(OCC)(=O)C>[CH2:1]([O:4][C:5]([N:7]1[CH2:11][C@@H:10]([S:27][C:20](=[O:28])[C:21]2[CH:26]=[CH:25][CH:24]=[CH:23][CH:22]=2)[CH2:9][C@H:8]1[CH2:13][C:14]1[CH:19]=[CH:18][CH:17]=[CH:16][N:15]=1)=[O:6])[CH:2]=[CH2:3]. Procedure details: To a solution of (2R,4R)-1-allyloxycarbonyl-4-hydroxy-2-(2-pyridylmethyl) pyrrolidine (1.0 g), thiobenzoic acid (973 μl) and triphenylphosphine (1.30 g) in tetrahydrofuran (20 ml) was added dropwise diethyl azodicarboxylate (1.2 ml) at 0° C. The reaction mixture was stirred for 30 minutes, and then diluted with water and ethyl acetate. The aqueous layer was separated and extracted twice with ethyl acetate. The combined organic layer was washed with water (twice) and brine, dried over magnesium s...